describe an organic reaction: reactants, conditions, products, and yield From a dataset of the Open Reaction Database (ORD), a public repository of structured organic reaction records. Yields the product N1(C=CC=C1)C1=C(C=CC=C1)C(=O)N1CC2C(C1)CN(C2)C2=NC1=CC=CC=C1N=C2 (2-[5-{[2-(1H-Pyrrol-1-yl)phenyl]carbonyl}hexahydropyrrolo[3,4-c]pyrrol-2(1H)-yl]quinoxaline). As a reaction SMILES: [CH2:1]1[CH:5]2[CH2:6][NH:7][CH2:8][CH:4]2[CH2:3][N:2]1[C:9]1[CH:18]=[N:17][C:16]2[C:11](=[CH:12][CH:13]=[CH:14][CH:15]=2)[N:10]=1.[N:19]1([C:24]2[CH:32]=[CH:31][CH:30]=[CH:29][C:25]=2[C:26](O)=[O:27])[CH:23]=[CH:22][CH:21]=[CH:20]1>>[N:19]1([C:24]2[CH:32]=[CH:31][CH:30]=[CH:29][C:25]=2[C:26]([N:7]2[CH2:6][CH:5]3[CH2:1][N:2]([C:9]4[CH:18]=[N:17][C:16]5[C:11](=[CH:12][CH:13]=[CH:14][CH:15]=5)[N:10]=4)[CH2:3][CH:4]3[CH2:8]2)=[O:27])[CH:23]=[CH:22][CH:21]=[CH:20]1. Procedure details: The title compound was prepared in a manner analogous to Example 15 utilizing Intermediate 35 and 2-pyrrol-1-yl-benzoic acid. MS (ESI) mass calcd. for C25H23N5O, 409.49; m/z found, 410.2 [M+H]+. Starting materials: C1N(CC2C1CNC2)C2=NC1=CC=CC=C1N=C2 (2-(Hexahydro-pyrrolo[3,4-c]pyrrol-2-yl)-quinoxaline), N1(C=CC=C1)C1=C(C(=O)O)C=CC=C1 (2-pyrrol-1-yl-benzoic acid).